Dataset: the Open Reaction Database (ORD), a public repository of structured organic reaction records. Task: describe an organic reaction: reactants, conditions, products, and yield Reactants: BrC1=CC=C(C=C1)C (4-bromotoluene), [BH4-].[Na+] (sodium borohydride), FC(C(C(=O)O)(F)F)(F)F (pentafluoropropionic acid), [Mg] (magnesium). The solvent is CCOCC (ether), CO (methanol), CCOCC (ether), CCOCC (ether). Conditions: time 8 hour. Yields the product FC(C(O)C1=CC=C(C=C1)C)(C(F)(F)F)F (2,2,3,3,3-pentafluoro-1-(4-methylphenyl)propan-1-ol). Isolated yield 55.6%. RXN SMILES: [Mg].Br[C:3]1[CH:8]=[CH:7][C:6]([CH3:9])=[CH:5][CH:4]=1.[F:10][C:11]([F:19])([F:18])[C:12]([F:17])([F:16])[C:13](O)=[O:14].[BH4-].[Na+]>CCOCC.CO>[F:16][C:12]([F:17])([C:11]([F:19])([F:18])[F:10])[CH:13]([C:3]1[CH:8]=[CH:7][C:6]([CH3:9])=[CH:5][CH:4]=1)[OH:14] |f:3.4|. Procedure: In a three neck flask purged with nitrogen were charged magnesium (12.2 g, 502 mmol) and ether (100 ml). A solution of 4-bromotoluene (56.1 ml, 456 mmol) in ether (200 ml) was added dropwise, and the mixture was heated under reflux for 1.5 hrs. The reaction vessel was cooled in a dry ice-acetone bath. A solution of pentafluoropropionic acid (25 g, 152 mmol) in ether (100 ml) was added dropwise, and the temperature was slowly raised to room temperature. The mixture was heated under reflux for 3 h...